This data is from the Open Reaction Database (ORD), a public repository of structured organic reaction records. The task is: describe an organic reaction: reactants, conditions, products, and yield As a reaction SMILES: [CH2:1]([CH3:2])[O:3][C:4](=[O:5])[c:6]1[cH:7][n:8][n:9]([C:17]([CH3:18])([CH3:19])[CH3:20])[c:10]1-[c:11]1[n:12][o:13][c:14]([Cl:16])[cH:15]1.[CH3:23][CH2:24][OH:25].[Li+:21].[OH-:22]>>[O:3]=[C:4]([OH:5])[c:6]1[cH:7][n:8][n:9]([C:17]([CH3:18])([CH3:19])[CH3:20])[c:10]1-[c:11]1[n:12][o:13][c:14]([Cl:16])[cH:15]1. The reactants are CCOC(=O)c1cnn(C(C)(C)C)c1-c1cc(Cl)on1, CCO, [Li+], [OH-]. Product: CC(C)(C)n1ncc(C(=O)O)c1-c1cc(Cl)on1. Reactants: CCN=C=NCCCN(C)C, CN1CCOCC1, CN1CCNCC1, O=C(O)c1cccc(C(c2cc(F)ccc2F)S(=O)(=O)c2ccc(Cl)cc2)n1, ClCCl, Cl, On1nnc2ccccc21. Yields the product CN1CCN(C(=O)c2cccc(C(c3cc(F)ccc3F)S(=O)(=O)c3ccc(Cl)cc3)n2)CC1. RXN SMILES: [CH2:47]([N:48]=[C:49]=[N:50][CH2:51][CH2:52][CH2:53][N:54]([CH3:55])[CH3:56])[CH3:57].[CH3:29][N:30]1[CH2:31][CH2:32][O:33][CH2:34][CH2:35]1.[CH3:58][N:59]1[CH2:60][CH2:61][NH:62][CH2:63][CH2:64]1.[Cl:1][c:2]1[cH:3][cH:4][c:5]([S:8](=[O:9])(=[O:10])[CH:11]([c:12]2[cH:13][cH:14][cH:15][c:16]([C:18](=[O:19])[OH:20])[n:17]2)[c:21]2[c:22]([F:28])[cH:23][cH:24][c:25]([F:27])[cH:26]2)[cH:6][cH:7]1.[Cl:65][CH2:66][Cl:67].[ClH:46].[OH:36][n:37]1[c:38]2[cH:39][cH:40][cH:41][cH:42][c:43]2[n:44][n:45]1>>[Cl:1][c:2]1[cH:3][cH:4][c:5]([S:8](=[O:9])(=[O:10])[CH:11]([c:12]2[cH:13][cH:14][cH:15][c:16]([C:18](=[O:20])[N:62]3[CH2:61][CH2:60][N:59]([CH3:58])[CH2:64][CH2:63]3)[n:17]2)[c:21]2[c:22]([F:28])[cH:23][cH:24][c:25]([F:27])[cH:26]2)[cH:6][cH:7]1. Starting materials: NC1=C(C=CC=C1)C=1NC2=CC=CC=C2C1 (2-(2-aminophenyl)indole), C(C)(=O)O (acetic acid), N1CCC(CC1)=O.O.Cl (4-piperidone·H2O·HCl), resultant mixture, [NH4+].[OH-] (NH4OH). Solvent: C(C)O (ethanol). Yields the product N1CCC2(CC1)NC1=CC=CCC1=C1C2=C2C=CC=CC2=N1 (5,6-Dihydrospiro[1H-indolo[3,2-c]quinoline-6,4'-piperidine]). Isolated yield 53.6%. RXN SMILES: [NH2:1][C:2]1[CH:7]=[CH:6][CH:5]=[CH:4][C:3]=1[C:8]1[NH:9][C:10]2[C:15]([CH:16]=1)=[CH:14][CH:13]=[CH:12][CH:11]=2.C(O)(=O)C.[NH:21]1[CH2:26][CH2:25][C:24](=O)[CH2:23][CH2:22]1.O.Cl.[NH4+].[OH-]>C(O)C>[NH:21]1[CH2:26][CH2:25][C:24]2([C:16]3=[C:15]4[C:10](=[N:9][C:8]3=[C:3]3[C:2](=[CH:7][CH:6]=[CH:5][CH2:4]3)[NH:1]2)[CH:11]=[CH:12][CH:13]=[CH:14]4)[CH2:23][CH2:22]1 |f:2.3.4,5.6|. Reported procedure: To a mixture prepared from 8 g of 2-(2-aminophenyl)indole, 2.5 ml of acetic acid and 100 ml of ethanol was added 6.5 g of 4-piperidone·H2O·HCl. The mixture was refluxed for 6 hours and thereafter cooled to room temperature. The resultant mixture was treated with dilute NH4OH and the resultant solid was collected, washed with water and dried. The crude product (9.15 g) was flash chromatographed using CH3OH as an eluent, and thereafter converted to the HCl salt. This salt was converted back to the... The reactants are CCCCN=C=O, NS(=O)(=O)c1cccc2c1CSC2, C1CN2CCN1CC2, O=C(Cl)Cl, Cc1ccccc1C. Product: O=C=NS(=O)(=O)c1cccc2c1CSC2. RXN SMILES: [CH2:14]([N:15]=[C:19]=[O:20])[CH2:16][CH2:17][CH3:18].[CH2:1]1[S:2][CH2:3][c:4]2[c:5]1[cH:6][cH:7][cH:8][c:9]2[S:10](=[O:11])(=[O:12])[NH2:13].[CH2:21]1[N:22]2[CH2:23][CH2:24][N:25]([CH2:26][CH2:27]2)[CH2:28]1.[Cl:29][C:30](=[O:31])[Cl:32].[c:33]1([CH3:34])[c:35]([CH3:36])[cH:37][cH:38][cH:39][cH:40]1>>[CH2:1]1[S:2][CH2:3][c:4]2[c:5]1[cH:6][cH:7][cH:8][c:9]2[S:10](=[O:11])(=[O:12])[N:13]=[C:19]=[O:20].